Dataset: the Open Reaction Database (ORD), a public repository of structured organic reaction records. Task: describe an organic reaction: reactants, conditions, products, and yield Reactants: O=C(Cl)N1CCN(C2c3ccccc3CCc3ccccc32)CC1, c1cnc2nn[nH]c2c1. The product is O=C(N1CCN(C2c3ccccc3CCc3ccccc32)CC1)n1nnc2ncccc21. Reaction SMILES: [cH:1]1[cH:2][cH:3][cH:4][c:5]2[c:11]1[CH2:10][CH2:9][c:8]1[c:7]([cH:15][cH:14][cH:13][cH:12]1)[CH:6]2[N:16]1[CH2:17][CH2:18][N:19]([C:22](=[O:23])[Cl:24])[CH2:20][CH2:21]1.[nH:25]1[n:26][n:27][c:28]2[n:29][cH:30][cH:31][cH:32][c:33]12>>[cH:1]1[cH:2][cH:3][cH:4][c:5]2[c:11]1[CH2:10][CH2:9][c:8]1[c:7]([cH:15][cH:14][cH:13][cH:12]1)[CH:6]2[N:16]1[CH2:17][CH2:18][N:19]([C:22](=[O:23])[n:25]2[n:26][n:27][c:28]3[n:29][cH:30][cH:31][cH:32][c:33]23)[CH2:20][CH2:21]1.